This data is from the Open Reaction Database (ORD), a public repository of structured organic reaction records. The task is: describe an organic reaction: reactants, conditions, products, and yield Reactants: CCOC(=O)C(CCCCC1CCN(C(=O)OCc2ccccc2)CC1)NC(C)C(=O)OC(C)(C)C, CCOC(C)=O, Cl. Yields the product Cl, CCOC(=O)C(CCCCC1CCN(C(=O)OCc2ccccc2)CC1)NC(C)C(=O)O. Reaction SMILES: [C:1]([CH3:2])([CH3:3])([CH3:4])[O:5][C:6]([CH:7]([NH:8][CH:9]([CH2:10][CH2:11][CH2:12][CH2:13][CH:14]1[CH2:15][CH2:16][N:17]([C:20](=[O:21])[O:22][CH2:23][c:24]2[cH:25][cH:26][cH:27][cH:28][cH:29]2)[CH2:18][CH2:19]1)[C:30](=[O:31])[O:32][CH2:33][CH3:34])[CH3:35])=[O:36].[C:37]([O:38][CH2:39][CH3:40])(=[O:41])[CH3:42].[ClH:43]>>[ClH:43].[O:5]=[C:6]([CH:7]([NH:8][CH:9]([CH2:10][CH2:11][CH2:12][CH2:13][CH:14]1[CH2:15][CH2:16][N:17]([C:20](=[O:21])[O:22][CH2:23][c:24]2[cH:25][cH:26][cH:27][cH:28][cH:29]2)[CH2:18][CH2:19]1)[C:30](=[O:31])[O:32][CH2:33][CH3:34])[CH3:35])[OH:36]. Starting materials: O=C([O-])[O-], CCC(C)=O, [K+], [K+], COC(=O)C1CCc2cc(O)ccc21, Cc1ccc(S(=O)(=O)OCCCl)cc1. Yields the product COC(=O)C1CCc2cc(OCCCl)ccc21. Reaction SMILES: [C:15](=[O:16])([O-:17])[O-:18].[CH2:35]([C:36]([CH3:37])=[O:38])[CH3:39].[K+:19].[K+:20].[OH:1][c:2]1[cH:3][c:4]2[c:8]([cH:9][cH:10]1)[CH:7]([C:11](=[O:12])[O:13][CH3:14])[CH2:6][CH2:5]2.[c:21]1([CH3:22])[cH:23][cH:24][c:25]([S:26]([O:27][CH2:31][CH2:32][Cl:33])(=[O:28])=[O:29])[cH:30][cH:34]1>>[O:1]([c:2]1[cH:3][c:4]2[c:8]([cH:9][cH:10]1)[CH:7]([C:11](=[O:12])[O:13][CH3:14])[CH2:6][CH2:5]2)[CH2:31][CH2:32][Cl:33]. Starting materials: Cc1ccccc1, COC(=O)CC1(CN=C=O)CCC(C)C1, CO. The product is COC(=O)CC1(CNC(=O)OC)CCC(C)C1. Reaction SMILES: [CH3:16][c:17]1[cH:18][cH:19][cH:20][cH:21][cH:22]1.[CH3:1][O:2][C:3]([CH2:4][C:5]1([CH2:11][N:12]=[C:13]=[O:14])[CH2:6][CH:7]([CH3:10])[CH2:8][CH2:9]1)=[O:15].[CH3:23][OH:24]>>[CH3:1][O:2][C:3]([CH2:4][C:5]1([CH2:11][NH:12][C:13](=[O:14])[O:24][CH3:23])[CH2:6][CH:7]([CH3:10])[CH2:8][CH2:9]1)=[O:15]. Starting materials: COC(=O)c1ccc(-c2cncn(Cc3ccc(OC)cc3)c2=O)cc1, O=C(O)C(F)(F)F. Product: COC(=O)c1ccc(-c2cnc[nH]c2=O)cc1. RXN SMILES: [CH3:1][O:2][c:3]1[cH:4][cH:5][c:6]([CH2:7][n:8]2[cH:9][n:10][cH:11][c:12](-[c:15]3[cH:16][cH:17][c:18]([C:19](=[O:20])[O:21][CH3:22])[cH:23][cH:24]3)[c:13]2=[O:14])[cH:25][cH:26]1.[OH:27][C:28]([C:29]([F:30])([F:31])[F:32])=[O:33]>>[nH:8]1[cH:9][n:10][cH:11][c:12](-[c:15]2[cH:16][cH:17][c:18]([C:19](=[O:20])[O:21][CH3:22])[cH:23][cH:24]2)[c:13]1=[O:14].